This data is from the Open Reaction Database (ORD), a public repository of structured organic reaction records. The task is: describe an organic reaction: reactants, conditions, products, and yield Starting materials: CC(C=O)(COCC1=CC(=CC=C1)OC1=CC=CC=C1)C (2,2-dimethyl-3-(3-phenoxybenzyloxy)propan-1-al), CS(=O)C (dimethylsulphoxide), [H-].[Na+] (sodium hydride), CS(=O)C (dimethylsulphoxide), 11, [Br-].FC(C1=CC=C(C=C1)[P+](C1=CC=CC=C1)(C1=CC=CC=C1)C1=CC=CC=C1)(F)F (4-trifluoromethylphenyltriphenylphosphonium bromide), O (water). Product: CC(C=CC1=CC=C(C=C1)C(F)(F)F)(COCC1=CC(=CC=C1)OC1=CC=CC=C1)C (3,3-dimethyl-1-(4-trifluoromethylphenyl)-4-(3-phenoxybenzyloxy)but-1-ene). RXN SMILES: [H-].[Na+].[Br-].[F:4][C:5]([F:32])([F:31])[C:6]1[CH:11]=[CH:10][C:9]([P+](C2C=CC=CC=2)(C2C=CC=CC=2)C2C=CC=CC=2)=[CH:8][CH:7]=1.[CH3:33][C:34]([CH3:53])([CH2:37][O:38][CH2:39][C:40]1[CH:45]=[CH:44][CH:43]=[C:42]([O:46][C:47]2[CH:52]=[CH:51][CH:50]=[CH:49][CH:48]=2)[CH:41]=1)[CH:35]=O.O.[CH3:55]S(C)=O>>[CH3:33][C:34]([CH3:53])([CH2:37][O:38][CH2:39][C:40]1[CH:45]=[CH:44][CH:43]=[C:42]([O:46][C:47]2[CH:52]=[CH:51][CH:50]=[CH:49][CH:48]=2)[CH:41]=1)[CH:35]=[CH:55][C:9]1[CH:8]=[CH:7][C:6]([C:5]([F:4])([F:31])[F:32])=[CH:11][CH:10]=1 |f:0.1,2.3|. Procedure: A suspension of sodium hydride (0.1 g) in dry dimethylsulphoxide (15 cm3) was heated to 65° C. for a period of 11/2 hours. After cooling to the ambient temperature (ca. 25° C.) 4-trifluoromethylphenyltriphenylphosphonium bromide (1.75 g) was added in portions, and the mixture was stirred for a further hour. A solution of 2,2-dimethyl-3-(3-phenoxybenzyloxy)propan-1-al in dimethylsulphoxide (15 cm3) was then added, and after stirring for 2 hours, the reaction mixture was poured into water and extr... Reactants: CC(C)(C)[O-], CCOC(C)=O, OCc1coc(C=Cc2ccc(Cl)cc2F)n1, Clc1ncc(CCCCn2ccnn2)cn1, [Na+], C1CCOC1. The product is Fc1cc(Cl)ccc1C=Cc1nc(COc2ncc(CCCCn3ccnn3)cn2)co1. RXN SMILES: [CH3:18][C:19]([CH3:20])([O-:21])[CH3:22].[CH3:40][CH2:41][O:42][C:43](=[O:44])[CH3:45].[Cl:1][c:2]1[cH:3][c:4]([F:17])[c:5]([CH:8]=[CH:9][c:10]2[o:11][cH:12][c:13]([CH2:15][OH:16])[n:14]2)[cH:6][cH:7]1.[Cl:24][c:25]1[n:26][cH:27][c:28]([CH2:31][CH2:32][CH2:33][CH2:34][n:35]2[n:36][n:37][cH:38][cH:39]2)[cH:29][n:30]1.[Na+:23].[O:46]1[CH2:47][CH2:48][CH2:49][CH2:50]1>>[Cl:1][c:2]1[cH:3][c:4]([F:17])[c:5]([CH:8]=[CH:9][c:10]2[o:11][cH:12][c:13]([CH2:15][O:16][c:25]3[n:26][cH:27][c:28]([CH2:31][CH2:32][CH2:33][CH2:34][n:35]4[n:36][n:37][cH:38][cH:39]4)[cH:29][n:30]3)[n:14]2)[cH:6][cH:7]1. Reactants: C(C)(C)(C)OC(=O)N[C@H](CN[C@@H](C)C(=O)N[C@@H](C(C)C)C(=O)NCC(C)C)CC1=CC(=CC(=C1)F)F (N-[(2S)-2-[(tert-butoxycarbonyl)amino]-3-(3,5-difluorophenyl)propyl]-L-alanyl-N1-isobutyl-L-valinamide), FC(C(=O)O)(F)F (trifluoroacetic acid). Product: N[C@H](CN[C@@H](C)C(=O)N[C@@H](C(C)C)C(=O)NCC(C)C)CC1=CC(=CC(=C1)F)F (N-[(2S)-2-amino-3-(3,5-difluorophenyl)propyl]-L-alanyl-N1-isobutyl-L-valinamide). Procedure details: N-[(2S)-2-[(tert-butoxycarbonyl)amino]-3-(3,5-difluorophenyl)propyl]-L-alanyl-N1-isobutyl-L-valinamide (377 mg, 0.735 mmol) is stirred with 1.5 mL of trifluoroacetic acid and 3 mL of dichloromethane for 25 min. It is then concentrated on a rotary evaporator and then neutralized with several mL of saturated aqueous sodium bicarbonate. The product is taken up in ethyl ether containing about 1% methanol, washed with several more mL of bicarbonate solution and with brine, and then dried over Na2SO4.... Solvent: ClCCl (dichloromethane). As a reaction SMILES: C(OC([NH:8][C@@H:9]([CH2:28][C:29]1[CH:34]=[C:33]([F:35])[CH:32]=[C:31]([F:36])[CH:30]=1)[CH2:10][NH:11][C@H:12]([C:14]([NH:16][C@H:17]([C:21]([NH:23][CH2:24][CH:25]([CH3:27])[CH3:26])=[O:22])[CH:18]([CH3:20])[CH3:19])=[O:15])[CH3:13])=O)(C)(C)C.FC(F)(F)C(O)=O>ClCCl>[NH2:8][C@@H:9]([CH2:28][C:29]1[CH:30]=[C:31]([F:36])[CH:32]=[C:33]([F:35])[CH:34]=1)[CH2:10][NH:11][C@H:12]([C:14]([NH:16][C@H:17]([C:21]([NH:23][CH2:24][CH:25]([CH3:26])[CH3:27])=[O:22])[CH:18]([CH3:19])[CH3:20])=[O:15])[CH3:13].